Dataset: the Open Reaction Database (ORD), a public repository of structured organic reaction records. Task: describe an organic reaction: reactants, conditions, products, and yield Reaction SMILES: [C:1]1([C:7]#[C:8][C:9]2[C:13]3[CH:14]=[C:15]([CH:18]=O)[CH:16]=[CH:17][C:12]=3[O:11][CH:10]=2)[CH:6]=[CH:5][CH:4]=[CH:3][CH:2]=1.[S:20]1[CH2:24][C:23](=[O:25])[NH:22][C:21]1=[O:26]>>[C:1]1([C:7]#[C:8][C:9]2[C:13]3[CH:14]=[C:15]([CH:18]=[C:24]4[S:20][C:21](=[O:26])[NH:22][C:23]4=[O:25])[CH:16]=[CH:17][C:12]=3[O:11][CH:10]=2)[CH:2]=[CH:3][CH:4]=[CH:5][CH:6]=1. Yields the product C1(=CC=CC=C1)C#CC1=COC2=C1C=C(C=C2)C=C2C(NC(S2)=O)=O (5-(3-Phenylethynyl-benzofuran-5-ylmethylene)-thiazolidine-2,4-dione). Procedure details: Following the general method as outlined in Example 1, starting from 3-Phenylethynyl-benzofuran-5-carbaldehyde (intermediate 59) and 1,3-thiazolidine-2,4-dione, the title compound was obtained. Reactants: C1(=CC=CC=C1)C#CC1=COC2=C1C=C(C=C2)C=O (3-Phenylethynyl-benzofuran-5-carbaldehyde), C1(=CC=CC=C1)C#CC1=COC2=C1C=C(C=C2)C=O (3-Phenylethynyl-benzofuran-5-carbaldehyde), S1C(NC(C1)=O)=O (1,3-thiazolidine-2,4-dione). Reactants: hydrochloride salt, C(C)OC(CCCN(C)CCCOC1=CC=C(C=C1)N1N=C2C=CC=CC2=C1Cl)=O (4-({3-[4-(3-Chloro-indazol-2-yl)-phenoxy]-propyl}-methyl-amino)butyric acid ethyl ester), [OH-].[Na+] (NaOH). Yields the product Cl.ClC=1N(N=C2C=CC=CC12)C1=CC=C(OCCCN(CCCC(=O)O)C)C=C1 (4-({3-[4-(3-Chloro-indazol-2-yl)-phenoxy]-propyl}-methyl-amino)butyric acid Hydrochloride). Isolated yield 48.9%. As a reaction SMILES: C([O:3][C:4](=[O:30])[CH2:5][CH2:6][CH2:7][N:8]([CH2:10][CH2:11][CH2:12][O:13][C:14]1[CH:19]=[CH:18][C:17]([N:20]2[C:28]([Cl:29])=[C:27]3[C:22]([CH:23]=[CH:24][CH:25]=[CH:26]3)=[N:21]2)=[CH:16][CH:15]=1)[CH3:9])C.[OH-].[Na+]>>[ClH:29].[Cl:29][C:28]1[N:20]([C:17]2[CH:16]=[CH:15][C:14]([O:13][CH2:12][CH2:11][CH2:10][N:8]([CH3:9])[CH2:7][CH2:6][CH2:5][C:4]([OH:30])=[O:3])=[CH:19][CH:18]=2)[N:21]=[C:22]2[C:27]=1[CH:26]=[CH:25][CH:24]=[CH:23]2 |f:1.2,3.4|. Reported procedure: The title compound was prepared from the product of step 1 (0.1 g, 0.28 mmol) and NaOH (50% in water, 0.080 g, 1.0 mmol) using the procedure of step 2 of the Example 3 to provide the title compound (30 mg, 30%)as a hydrochloride salt. 1H NMR (400 MHz, DMSO) δ 7.68-7.62 (m, 4H), 7.43-7.38 (m, 1H), 7.28 (d, J=8.8 Hz, 2H), 7.17 (m, 1H), 7.05 (d, J=8.8 Hz, 2H), 4.23 (t, J=5 Hz, 2H), 3.33 (br t, J=8.8 Hz, 2H), 3.17 (br t, J=8 Hz, 2H), 2.86 (s, 3H), 2.53 (t, J=6.4 Hz, 2H), 2.45 (m, 2H), 2.15 (m, 2H) L... Reactants: C1(O)=CC(O)=CC=C1 (resorcinol), Br (hydrobromic acid), C(C)(=O)O (acetic acid). Yields the product OC1=CC(=C(C=C1)C(C)=O)O (1,3-dihydroxy-4-acetylbenzene). RXN SMILES: [C:1]1([CH:8]=[CH:7][CH:6]=[C:4]([OH:5])[CH:3]=1)[OH:2].Br.[C:10](O)(=[O:12])[CH3:11]>>[OH:2][C:1]1[CH:8]=[CH:7][C:6]([C:10](=[O:12])[CH3:11])=[C:4]([OH:5])[CH:3]=1. Procedure details: A process of claim 1, wherein 1,3-dihydroxy-4-acetylbenzene is prepared by combining resorcinol with acetic acid and hydrobromic acid at a temperature between about the boiling point of the reaction mixture to about 75° C. for between about one hour to about five days.